From a dataset of the Open Reaction Database (ORD), a public repository of structured organic reaction records. describe an organic reaction: reactants, conditions, products, and yield Starting materials: CC(=O)N(CCCCl)c1ccc(-c2cc(=O)c3c(N)c(F)cc(F)c3o2)cc1F, CN(C)C=O, [N-]=[N+]=[N-], [Na+], O. Product: CC(=O)N(CCCN=[N+]=[N-])c1ccc(-c2cc(=O)c3c(N)c(F)cc(F)c3o2)cc1F. As a reaction SMILES: [C:1]([CH3:2])(=[O:3])[N:4]([CH2:5][CH2:6][CH2:7][Cl:8])[c:9]1[c:10]([F:29])[cH:11][c:12](-[c:15]2[o:16][c:17]3[c:18]([c:19](=[O:21])[cH:20]2)[c:22]([NH2:28])[c:23]([F:27])[cH:24][c:25]3[F:26])[cH:13][cH:14]1.[CH3:35][N:36]([CH3:37])[CH:38]=[O:39].[N-:31]=[N+:32]=[N-:33].[Na+:30].[OH2:34]>>[C:1]([CH3:2])(=[O:3])[N:4]([CH2:5][CH2:6][CH2:7][N:31]=[N+:32]=[N-:33])[c:9]1[c:10]([F:29])[cH:11][c:12](-[c:15]2[o:16][c:17]3[c:18]([c:19](=[O:21])[cH:20]2)[c:22]([NH2:28])[c:23]([F:27])[cH:24][c:25]3[F:26])[cH:13][cH:14]1. The reactants are CCOP(=O)(Cc1cc(Cc2ccc(CC)cc2)ccc1OCc1ccccc1)OCC, CO. The product is CCOP(=O)(Cc1cc(Cc2ccc(CC)cc2)ccc1O)OCC. As a reaction SMILES: [CH2:1]([CH3:2])[O:3][P:4]([O:5][CH2:6][CH3:7])(=[O:8])[CH2:9][c:10]1[c:11]([O:25][CH2:26][c:27]2[cH:28][cH:29][cH:30][cH:31][cH:32]2)[cH:12][cH:13][c:14]([CH2:16][c:17]2[cH:18][cH:19][c:20]([CH2:23][CH3:24])[cH:21][cH:22]2)[cH:15]1.[CH3:33][OH:34]>>[CH2:1]([CH3:2])[O:3][P:4]([O:5][CH2:6][CH3:7])(=[O:8])[CH2:9][c:10]1[c:11]([OH:25])[cH:12][cH:13][c:14]([CH2:16][c:17]2[cH:18][cH:19][c:20]([CH2:23][CH3:24])[cH:21][cH:22]2)[cH:15]1. The reactants are CC(C)(C)C=1C=C(C(=O)Cl)C=CC1OCCCCCCCCCCCCCC (3-(1,1-Dimethylethyl)-4-(tetradecyloxy)benzoyl chloride), N1=C(C=CC=C1)CNC(C)=O (N-2-Pyridylmethylacetamide), [H-].[Na+] (sodium hydride). The solvent is O1CCCC1 (tetrahydrofuran). Product: C(C)(=O)N(C(C1=CC(=C(C=C1)OCCCCCCCCCCCCCC)C(C)(C)C)=O)CC1=NC=CC=C1 (N-Acetyl-3-(1,1-Dimethylethyl)-4-(tetradecyloxy)-N-(2-pyridinylmethyl)benzamide). The yield is 51.9%. Reaction SMILES: [CH3:1][C:2]([C:5]1[CH:6]=[C:7]([CH:11]=[CH:12][C:13]=1[O:14][CH2:15][CH2:16][CH2:17][CH2:18][CH2:19][CH2:20][CH2:21][CH2:22][CH2:23][CH2:24][CH2:25][CH2:26][CH2:27][CH3:28])[C:8](Cl)=[O:9])([CH3:4])[CH3:3].[N:29]1[CH:34]=[CH:33][CH:32]=[CH:31][C:30]=1[CH2:35][NH:36][C:37](=[O:39])[CH3:38].[H-].[Na+]>O1CCCC1>[C:37]([N:36]([CH2:35][C:30]1[CH:31]=[CH:32][CH:33]=[CH:34][N:29]=1)[C:8](=[O:9])[C:7]1[CH:11]=[CH:12][C:13]([O:14][CH2:15][CH2:16][CH2:17][CH2:18][CH2:19][CH2:20][CH2:21][CH2:22][CH2:23][CH2:24][CH2:25][CH2:26][CH2:27][CH3:28])=[C:5]([C:2]([CH3:4])([CH3:3])[CH3:1])[CH:6]=1)(=[O:39])[CH3:38] |f:2.3|. Procedure: The title compound is prepared by the procedure of Example 27 using 9.7 g of product from Example 33, 3.74 g of product from Example 12, 1.2 g of washed 50% sodium hydride and 100 ml of tetrahydrofuran. The residue is purified by column chromatography (silica gel:30% ethyl acetate/hexane) to give 6.43 g of the desired product as colorless crystals. The reactants are C(C)(C)(C)OC(=O)N[C@@H](C[C@@H](C(=O)OC(C)(C)C)CC1=CC=C(C=C1)[N+](=O)[O-])C(=O)OC(C)(C)C (di-tert-butyl (4S)—N-(tert-butoxycarbonyl)-4-(4-nitrobenzyl)-L-glutamate). The reagents and catalysts are [Pd] (palladium). Solvent: CO (methanol). Product: NC1=CC=C(C[C@@H](C[C@H](NC(=O)OC(C)(C)C)C(=O)OC(C)(C)C)C(=O)OC(C)(C)C)C=C1 (Di-tert-butyl (4S)-4-(4-aminobenzyl)-N-(tert-butoxycarbonyl)-L-glutamate). RXN SMILES: [C:1]([O:5][C:6]([NH:8][C@H:9]([C:29]([O:31][C:32]([CH3:35])([CH3:34])[CH3:33])=[O:30])[CH2:10][C@H:11]([CH2:19][C:20]1[CH:25]=[CH:24][C:23]([N+:26]([O-])=O)=[CH:22][CH:21]=1)[C:12]([O:14][C:15]([CH3:18])([CH3:17])[CH3:16])=[O:13])=[O:7])([CH3:4])([CH3:3])[CH3:2]>CO.[Pd]>[NH2:26][C:23]1[CH:22]=[CH:21][C:20]([CH2:19][C@H:11]([C:12]([O:14][C:15]([CH3:18])([CH3:17])[CH3:16])=[O:13])[CH2:10][C@@H:9]([C:29]([O:31][C:32]([CH3:33])([CH3:34])[CH3:35])=[O:30])[NH:8][C:6]([O:5][C:1]([CH3:2])([CH3:3])[CH3:4])=[O:7])=[CH:25][CH:24]=1. Procedure details: To 2.35 g (4.3 mmol) di-tert-butyl (4S)—N-(tert-butoxycarbonyl)-4-(4-nitrobenzyl)-L-glutamate in 50 mL methanol and under argon atmosphere palladium (10% on charcoal) was added and the suspension hydrogenated overnight at room temperature. The reaction mixture was filtered, the solvent evaporated and the residue was chromatographed on silica gel using a hexane/ethyl acetate gradient, and the appropriate fractions were combined and concentrated. Starting materials: C=CS(=O)(=O)N1CCC(Oc2ccc(CC(=O)N3CCN(c4ccccc4C)CC3C(N)=O)c(OC)c2)CC1, CO, NC1CC1. Reaction SMILES: [CH3:1][O:2][c:3]1[c:4]([CH2:21][C:22](=[O:23])[N:24]2[CH:25]([C:37](=[O:38])[NH2:39])[CH2:26][N:27]([c:30]3[c:31]([CH3:36])[cH:32][cH:33][cH:34][cH:35]3)[CH2:28][CH2:29]2)[cH:5][cH:6][c:7]([O:9][CH:10]2[CH2:11][CH2:12][N:13]([S:16](=[O:17])(=[O:18])[CH:19]=[CH2:20])[CH2:14][CH2:15]2)[cH:8]1.[CH3:44][OH:45].[CH:40]1([NH2:43])[CH2:41][CH2:42]1>>[CH3:1][O:2][c:3]1[c:4]([CH2:21][C:22](=[O:23])[N:24]2[CH:25]([C:37](=[O:38])[NH2:39])[CH2:26][N:27]([c:30]3[c:31]([CH3:36])[cH:32][cH:33][cH:34][cH:35]3)[CH2:28][CH2:29]2)[cH:5][cH:6][c:7]([O:9][CH:10]2[CH2:11][CH2:12][N:13]([S:16](=[O:17])(=[O:18])[CH2:19][CH2:20][NH:43][CH:40]3[CH2:41][CH2:42]3)[CH2:14][CH2:15]2)[cH:8]1. Product: COc1cc(OC2CCN(S(=O)(=O)CCNC3CC3)CC2)ccc1CC(=O)N1CCN(c2ccccc2C)CC1C(N)=O. The reactants are BrC=1C=C(C(=NC1)C#N)F (5-bromo-3-fluoro-pyridine-2-carbonitrile), C[Mg]Cl (MeMgCl), C(C)(=O)OC(C)=O (acetic acid anhydride). Solvent: C1(=CC=CC=C1)C (toluene). Conditions: temperature -10 celsius, time 1 hour. Product: BrC=1C=C(C(=NC1)C(=C)NC(C)=O)F (N-[1-(5-Bromo-3-fluoro-pyridin-2-yl)-vinyl]-acetamide). Yield: 69.1%. Reaction SMILES: [Br:1][C:2]1[CH:3]=[C:4]([F:10])[C:5]([C:8]#[N:9])=[N:6][CH:7]=1.[CH3:11][Mg]Cl.[C:14](OC(=O)C)(=[O:16])[CH3:15]>C1(C)C=CC=CC=1>[Br:1][C:2]1[CH:3]=[C:4]([F:10])[C:5]([C:8]([NH:9][C:14](=[O:16])[CH3:15])=[CH2:11])=[N:6][CH:7]=1. Reported procedure: To a solution of 5-bromo-3-fluoro-pyridine-2-carbonitrile (10 g, 49.75 mmol) in toluene (50 ml) was added MeMgCl (24.87 ml, 74.62 mmol, 3M in THF) slowly at −10° C. The reaction mixture was stirred at −10° C. for 1 h, then acetic acid anhydride (47 ml, 497.5 mmol) was added and stirring was continued for 16 h at 25° C. The reaction was then quenched by addition of saturated aqueous NaHCO3 solution (100 ml) and the resulting mixture was stirred for another 30 minutes. The organic layer was separa... As a reaction SMILES: [CH2:21]1[O:22][CH2:23][CH2:24][CH2:25]1.[CH3:1][c:2]1[c:3](-[c:12]2[c:13]([CH3:18])[cH:14][cH:15][cH:16][cH:17]2)[cH:4][cH:5][c:6]([C:8](=[O:9])[O:10][CH3:11])[cH:7]1.[Na+:20].[OH-:19]>>[CH3:1][c:2]1[c:3](-[c:12]2[c:13]([CH3:18])[cH:14][cH:15][cH:16][cH:17]2)[cH:4][cH:5][c:6]([C:8](=[O:9])[OH:10])[cH:7]1. Product: Cc1ccccc1-c1ccc(C(=O)O)cc1C. Starting materials: C1CCOC1, COC(=O)c1ccc(-c2ccccc2C)c(C)c1, [Na+], [OH-]. Starting materials: O (Water), [Br-].C(=O)(O)C(CCCC[P+](C1=CC=CC=C1)(C1=CC=CC=C1)C1=CC=CC=C1)(C)C (5-Carboxy-5,5-dimethylpentyltriphenylphosphonium bromide), C(C1=CC=CC=C1)(=O)C=1C=NC=CC1 (3-Benzoylpyridine), [H-].[Na+] (sodium hydride). Solvent: C1(=CC=CC=C1)C (toluene), CS(=O)C (dimethylsulfoxide). Run at time 30 minute. Product: CC(C(=O)O)(CCC\C=C(/C=1C=NC=CC1)\C1=CC=CC=C1)C ((Z)-2,2-dimethyl-7-phenyl-7-(3-pyridyl)-6-heptenoic acid). Yield: 87.9%. Reaction SMILES: [Br-].[C:2]([C:5]([CH3:30])([CH3:29])[CH2:6][CH2:7][CH2:8][CH2:9][P+](C1C=CC=CC=1)(C1C=CC=CC=1)C1C=CC=CC=1)([OH:4])=[O:3].[H-].[Na+].[C:33]([C:41]1[CH:42]=[N:43][CH:44]=[CH:45][CH:46]=1)(=O)[C:34]1[CH:39]=[CH:38][CH:37]=[CH:36][CH:35]=1.O>CS(C)=O.C1(C)C=CC=CC=1>[CH3:29][C:5]([CH3:30])([CH2:6][CH2:7][CH2:8]/[CH:9]=[C:33](/[C:34]1[CH:39]=[CH:38][CH:37]=[CH:36][CH:35]=1)\[C:41]1[CH:42]=[N:43][CH:44]=[CH:45][CH:46]=1)[C:2]([OH:4])=[O:3] |f:0.1,2.3|. Reported procedure: 5-Carboxy-5,5-dimethylpentyltriphenylphosphonium bromide (3 g, 6 mmole) was dissolved in anhydrous dimethylsulfoxide (30 ml) under a nitrogen atmosphere, and sodium hydride (0.25 g, 64 mmole) was added to the solution at 30° to 35° C., followed by stirring at 25° to 30° C. for 30 minutes. 3-Benzoylpyridine (0.9 g, 5 mmole) was added to the solution, followed by stirring at room temperature for another 1 hour. Water (100 ml) and toluene (100 ml) were added to the reaction solution, the organic la... Starting materials: [OH-].[Na+] (sodium hydroxide), CN1N=CC=C1O (1-methyl-5-hydroxypyrazole), ClC1=C(C(=O)Cl)C=CC(=C1)Cl (2,4-dichlorobenzoyl chloride). The solvent is aqueous solution, C(Cl)(Cl)Cl (chloroform). Conditions: temperature 10 celsius, time 1 hour. The product is CN1N=CC=C1OC(C1=C(C=C(C=C1)Cl)Cl)=O (1-methyl-5-(2,4-dichlorobenzoyloxy)-pyrazole). The yield is 86.7%. RXN SMILES: [OH-].[Na+].[CH3:3][N:4]1[C:8]([OH:9])=[CH:7][CH:6]=[N:5]1.[Cl:10][C:11]1[CH:19]=[C:18]([Cl:20])[CH:17]=[CH:16][C:12]=1[C:13](Cl)=[O:14]>C(Cl)(Cl)Cl>[CH3:3][N:4]1[C:8]([O:9][C:13](=[O:14])[C:12]2[CH:16]=[CH:17][C:18]([Cl:20])=[CH:19][C:11]=2[Cl:10])=[CH:7][CH:6]=[N:5]1 |f:0.1|. Reported procedure: In 30 ml of an aqueous solution containing 4.0 g (0.1 mol) of sodium hydroxide was dissolved 9.8 g (0.1 mol) of 1-methyl-5-hydroxypyrazole at room temperature. To the resulting aqueous solution maintained at 10° C. was added dropwise a solution prepared from 23.0 g (0.11 mol) of 2,4-dichlorobenzoyl chloride and 100 ml of chloroform with stirring over 1 hour, followed by additional stirring for 2 hours at a temperature below about 20° C. Then the chloroform layer was separated and washed successi... Starting materials: CS(=O)(=O)O (methane sulfonic acid), CS(=O)(=O)O (methane sulfonic acid), 4-{[(6-methylpyridin-2-yl)carbamoyllamino}phenyl)-N-(2,2,2-trifluoroethyl)pyrrolo[2,1-f][1,2,4]triazine-6-carboxamide, NC1=NC=NN2C1=C(C(=C2)C(=O)NCC(F)(F)F)C2=CC(=C(C=C2)NC(NC2=NC(=CC=C2)C)=O)F (4-amino-5-(3-fluoro-4-{[(6-methylpyridin-2-yl)carbamoyl]amino}phenyl)-N-(2,2,2-trifluoroethyl)pyrrolo[2,1-f][1,2,4]triazine-6-carboxamide). The solvent is C1CCOC1 (THF), C1CCOC1 (THF), C1CCOC1 (THF), C1CCOC1 (THF). Reaction conditions: time 16 hour. The product is CS(=O)(=O)O.CS(=O)(=O)O.NC1=NC=NN2C1=C(C(=C2)C(=O)NCC(F)(F)F)C2=CC(=C(C=C2)NC(NC2=NC(=CC=C2)C)=O)F (4-amino-5-(3-fluoro-4-{[(6-methylpyridin-2-yl)carbamoyl]amino}phenyl)-N-(2,2,2-trifluoroethyl)pyrrolo[2,1-f][1,2,4]triazine-6-carboxamide dimethanesulfonate). The yield is 97.0%. As a reaction SMILES: [NH2:1][C:2]1[C:7]2=[C:8]([C:19]3[CH:24]=[CH:23][C:22]([NH:25][C:26](=[O:35])[NH:27][C:28]4[CH:33]=[CH:32][CH:31]=[C:30]([CH3:34])[N:29]=4)=[C:21]([F:36])[CH:20]=3)[C:9]([C:11]([NH:13][CH2:14][C:15]([F:18])([F:17])[F:16])=[O:12])=[CH:10][N:6]2[N:5]=[CH:4][N:3]=1.[CH3:37][S:38]([OH:41])(=[O:40])=[O:39]>C1COCC1>[CH3:37][S:38]([OH:41])(=[O:40])=[O:39].[CH3:37][S:38]([OH:41])(=[O:40])=[O:39].[NH2:1][C:2]1[C:7]2=[C:8]([C:19]3[CH:24]=[CH:23][C:22]([NH:25][C:26](=[O:35])[NH:27][C:28]4[CH:33]=[CH:32][CH:31]=[C:30]([CH3:34])[N:29]=4)=[C:21]([F:36])[CH:20]=3)[C:9]([C:11]([NH:13][CH2:14][C:15]([F:18])([F:17])[F:16])=[O:12])=[CH:10][N:6]2[N:5]=[CH:4][N:3]=1 |f:3.4.5|. Procedure: To 4-amino-5-(3-fluoro-4-{[(6-methylpyridin-2-yl)carbamoyl]amino}phenyl)-N-(2,2,2-trifluoroethyl)pyrrolo[2,1-f][1,2,4]triazine-6-carboxamide (5.9 g) was added THF (650 mL). The mixture was heated until dissolution took place (up to 80° C.). In a separate flask methane sulfonic acid (2.5 mL) was diluted with THF (25 mL). 17 mL of the methane sulfonic acid solution in THF was added to the solution of 4-amino-5-(4-{[(6-methylpyridin-2-yl)carbamoyllamino}phenyl)-N-(2,2,2-trifluoroethyl)pyrrolo[2,1-f...